Dataset: the Open Reaction Database (ORD), a public repository of structured organic reaction records. Task: describe an organic reaction: reactants, conditions, products, and yield Starting materials: ClCCCl, CCOC(C)=O, O=C(O)c1nn(-c2c(Cl)cccc2Cl)nc1COc1ccccc1, COC(=O)c1cccc(N)c1, CN(C)C=O. Product: COC(=O)c1cccc(NC(=O)c2nn(-c3c(Cl)cccc3Cl)nc2COc2ccccc2)c1. RXN SMILES: [CH2:1]([Cl:2])[CH2:3][Cl:4].[CH3:45][CH2:46][O:47][C:48](=[O:49])[CH3:50].[Cl:5][c:6]1[c:7](-[n:13]2[n:14][c:15]([CH2:21][O:22][c:23]3[cH:24][cH:25][cH:26][cH:27][cH:28]3)[c:16]([C:18](=[O:19])[OH:20])[n:17]2)[c:8]([Cl:12])[cH:9][cH:10][cH:11]1.[NH2:29][c:30]1[cH:31][c:32]([C:33](=[O:34])[O:35][CH3:36])[cH:37][cH:38][cH:39]1.[O:40]=[CH:41][N:42]([CH3:43])[CH3:44]>>[Cl:5][c:6]1[c:7](-[n:13]2[n:14][c:15]([CH2:21][O:22][c:23]3[cH:24][cH:25][cH:26][cH:27][cH:28]3)[c:16]([C:18](=[O:19])[NH:29][c:30]3[cH:31][c:32]([C:33](=[O:34])[O:35][CH3:36])[cH:37][cH:38][cH:39]3)[n:17]2)[c:8]([Cl:12])[cH:9][cH:10][cH:11]1. The reactants are CCc1nc2c(F)ccc(OCC(=O)OC)c2c(OC(F)F)c1Cc1ccc(C(=O)NC2CCC2)cc1Cl, [Li+], C1CCOC1, [OH-]. Product: CCc1nc2c(F)ccc(OCC(=O)O)c2c(OC(F)F)c1Cc1ccc(C(=O)NC2CCC2)cc1Cl. Reaction SMILES: [CH3:1][O:2][C:3]([CH2:4][O:5][c:6]1[c:7]2[c:8]([O:34][CH:35]([F:36])[F:37])[c:9]([CH2:19][c:20]3[c:21]([Cl:33])[cH:22][c:23]([C:26]([NH:27][CH:28]4[CH2:29][CH2:30][CH2:31]4)=[O:32])[cH:24][cH:25]3)[c:10]([CH2:17][CH3:18])[n:11][c:12]2[c:13]([F:16])[cH:14][cH:15]1)=[O:38].[Li+:39].[O:41]1[CH2:42][CH2:43][CH2:44][CH2:45]1.[OH-:40]>>[O:2]=[C:3]([CH2:4][O:5][c:6]1[c:7]2[c:8]([O:34][CH:35]([F:36])[F:37])[c:9]([CH2:19][c:20]3[c:21]([Cl:33])[cH:22][c:23]([C:26]([NH:27][CH:28]4[CH2:29][CH2:30][CH2:31]4)=[O:32])[cH:24][cH:25]3)[c:10]([CH2:17][CH3:18])[n:11][c:12]2[c:13]([F:16])[cH:14][cH:15]1)[OH:38]. As a reaction SMILES: O[C:2]1[C:11]2[C:6](=[CH:7][CH:8]=[C:9]([C:12]([F:15])([F:14])[F:13])[CH:10]=2)[N:5]=[C:4]([C:16]([F:19])([F:18])[F:17])[CH:3]=1.P(Cl)(Cl)([Cl:22])=O>>[Cl:22][C:2]1[C:11]2[C:6](=[CH:7][CH:8]=[C:9]([C:12]([F:15])([F:14])[F:13])[CH:10]=2)[N:5]=[C:4]([C:16]([F:19])([F:18])[F:17])[CH:3]=1. Reactants: OC1=CC(=NC2=CC=C(C=C12)C(F)(F)F)C(F)(F)F (4-Hydroxy-2,6-bis(trifluoromethyl)quinoline), P(=O)(Cl)(Cl)Cl (phosphorus oxychloride). Product: ClC1=CC(=NC2=CC=C(C=C12)C(F)(F)F)C(F)(F)F (4-chloro-2,6-bis(trifluoromethyl)quinoline). Run at time 17 hour. Procedure details: 4-Hydroxy-2,6-bis(trifluoromethyl)quinoline (1.28 g) was dissolved in phosphorus oxychloride (5.0 mL), and the mixture was stirred at room temperature for 17 hr. The reaction mixture was concentrated under reduced pressure, and saturated aqueous sodium hydrogencarbonate solution was added to the residue. The mixture was extracted with chloroform and concentrated under reduced pressure to give 4-chloro-2,6-bis(trifluoromethyl)quinoline (1.17 g). Reactants: CSc1cc(C(C)(C)C)n[nH]1, CN(C)C(=O)Cl, c1ccncc1. The product is CSc1cc(C(C)(C)C)nn1C(=O)N(C)C. RXN SMILES: [C:1]([CH3:2])([CH3:3])([CH3:4])[c:5]1[n:6][nH:7][c:8]([S:10][CH3:11])[cH:9]1.[CH3:12][N:13]([C:14](=[O:15])[Cl:16])[CH3:17].[cH:18]1[cH:19][cH:20][n:21][cH:22][cH:23]1>>[C:1]([CH3:2])([CH3:3])([CH3:4])[c:5]1[n:6][n:7]([C:14]([N:13]([CH3:12])[CH3:17])=[O:15])[c:8]([S:10][CH3:11])[cH:9]1. Reactants: Cc1c(Br)ccc(N)c1C1=NOCC1, CSSC, Cl, [Cu], O=N[O-], [Na+], O, O=S(=O)(O)O. The product is CSc1ccc(Br)c(C)c1C1=NOCC1. Reaction SMILES: [Br:1][c:2]1[c:3]([CH3:14])[c:4]([C:9]2=[N:10][O:11][CH2:12][CH2:13]2)[c:5]([NH2:6])[cH:7][cH:8]1.[CH3:15][S:16][S:17][CH3:18].[ClH:28].[Cu:29].[N:19]([O-:20])=[O:21].[Na+:22].[OH2:30].[S:23](=[O:24])(=[O:25])([OH:26])[OH:27]>>[Br:1][c:2]1[c:3]([CH3:14])[c:4]([C:9]2=[N:10][O:11][CH2:12][CH2:13]2)[c:5]([S:16][CH3:15])[cH:7][cH:8]1. Reactants: E-7b. 5-Methyl-1,6-naphthyridin-2(1H)-one, C(C)(=O)C=1C=CC(NC1C=CN(C)C)=O (5-acetyl-6-(2-dimethylaminoethenyl)-2(1H)-pyridinone), C(C)(=O)O.C(=N)N (formamidine acetate). Run in CN(C=O)C (dimethylformamide). Product: CC1=C2C=CC(NC2=CC=N1)=O (5-methyl-1,6-naphthyridin-2(1H)-one). Yield: 83.8%. As a reaction SMILES: [C:1]([C:4]1[CH:5]=[CH:6][C:7](=[O:15])[NH:8][C:9]=1[CH:10]=[CH:11][N:12](C)C)(=O)[CH3:2].C(O)(=O)C.C(N)=N>CN(C)C=O>[CH3:2][C:1]1[N:12]=[CH:11][CH:10]=[C:9]2[C:4]=1[CH:5]=[CH:6][C:7](=[O:15])[NH:8]2 |f:1.2|. Procedure: E-7b. 5-Methyl-1,6-naphthyridin-2(1H)-one--A mixture containing 10.3 g of 5-acetyl-6-(2-dimethylaminoethenyl)-2(1H)-pyridinone, 10.4 g of formamidine acetate and 75 ml of dimethylformamide was heated on a steam bath for 5 hours and then concentrated to dryness on a rotary evaporator. The residue was treated with 50 ml of water and again stripped to dryness The white residue was recrystallized from isopropyl alcohol to yield 6.7 g of 5-methyl-1,6-naphthyridin-2(1H)-one, m.p. 238°-240° C. This com...